This data is from the Open Reaction Database (ORD), a public repository of structured organic reaction records. The task is: describe an organic reaction: reactants, conditions, products, and yield Reactants: CC(C)C(CS(=O)(=O)N1CCc2c(sc3ccccc23)C1)C(=O)N1C(=O)OCC1Cc1ccccc1, [Li+], [Na+], [Na+], C1CCOC1, [OH-], O, O, OO, O=S([O-])[O-]. Yields the product CC(C)C(CS(=O)(=O)N1CCc2c(sc3ccccc23)C1)C(=O)O. RXN SMILES: [CH2:3]([CH:4]1[CH2:5][O:6][C:7](=[O:8])[N:9]1[C:16]([CH:17]([CH:18]([CH3:19])[CH3:20])[CH2:21][S:22](=[O:23])(=[O:24])[N:25]1[CH2:26][c:27]2[c:28]([c:31]3[c:32]([s:33]2)[cH:34][cH:35][cH:36][cH:37]3)[CH2:29][CH2:30]1)=[O:38])[c:10]1[cH:11][cH:12][cH:13][cH:14][cH:15]1.[Li+:41].[Na+:46].[Na+:47].[O:48]1[CH2:49][CH2:50][CH2:51][CH2:52]1.[OH-:40].[OH2:39].[OH2:53].[OH:1][OH:2].[S:42](=[O:43])([O-:44])[O-:45]>>[C:16]([CH:17]([CH:18]([CH3:19])[CH3:20])[CH2:21][S:22](=[O:23])(=[O:24])[N:25]1[CH2:26][c:27]2[c:28]([c:31]3[c:32]([s:33]2)[cH:34][cH:35][cH:36][cH:37]3)[CH2:29][CH2:30]1)(=[O:38])[OH:43]. Reactants: NCCCO (3-amino-1-propanol), N1=CC(=CC=C1)C=CC(=O)O (3-(3-pyridyl)acrylic acid), ON1C(CCC1=O)=O (N-hydroxysuccinimide), C1(CCCCC1)N=C=NC1CCCCC1 (dicyclohexylcarbodiimide). Solvent: O1CCOCC1 (dioxane), O1CCCC1 (tetrahydrofuran). Run at time 8 hour. Product: N1=CC(=CC=C1)C=CC(=O)NCCCO (N-[3-(3-pyridyl)acryloyl]-3-amino-1-propanol). The yield is 67.5%. As a reaction SMILES: [N:1]1[CH:6]=[CH:5][CH:4]=[C:3]([CH:7]=[CH:8][C:9]([OH:11])=O)[CH:2]=1.ON1C(=O)CCC1=O.C1(N=C=NC2CCCCC2)CCCCC1.[NH2:35][CH2:36][CH2:37][CH2:38][OH:39]>O1CCCC1.O1CCOCC1>[N:1]1[CH:6]=[CH:5][CH:4]=[C:3]([CH:7]=[CH:8][C:9]([NH:35][CH2:36][CH2:37][CH2:38][OH:39])=[O:11])[CH:2]=1. Reported procedure: A mixture of 4.5 g of 3-(3-pyridyl)acrylic acid, 3.5 g of N-hydroxysuccinimide, 6.8 g of dicyclohexylcarbodiimide, and 80 ml of dioxane is stirred at room temperature overnight. The reaction mixture is filtered, and the filtrate is concentrated to give a brown oil. The product is dissolved in 100 ml of tetrahydrofuran, and 2.3 g of 3-amino-1-propanol is added. The mixture is stirred at room temperature overnight and concentrated. The residue is chromatographed on silica gel with chloroform-metha...